This data is from the Open Reaction Database (ORD), a public repository of structured organic reaction records. The task is: describe an organic reaction: reactants, conditions, products, and yield Product: O=c1c2ccc(Cl)n2nc(C(Cl)C2CC2)n1Cc1ccccc1. The reactants are O=c1c2ccc(Cl)n2nc(C(O)C2CC2)n1Cc1ccccc1, ClCCl, O, O=S(Cl)Cl, c1ccncc1. RXN SMILES: [CH2:1]([c:2]1[cH:3][cH:4][cH:5][cH:6][cH:7]1)[n:8]1[c:9]([CH:19]([OH:20])[CH:21]2[CH2:22][CH2:23]2)[n:10][n:11]2[c:12]([c:13]1=[O:14])[cH:15][cH:16][c:17]2[Cl:18].[Cl:35][CH2:36][Cl:37].[OH2:34].[S:30]([Cl:31])([Cl:32])=[O:33].[cH:24]1[cH:25][cH:26][n:27][cH:28][cH:29]1>>[CH2:1]([c:2]1[cH:3][cH:4][cH:5][cH:6][cH:7]1)[n:8]1[c:9]([CH:19]([CH:21]2[CH2:22][CH2:23]2)[Cl:32])[n:10][n:11]2[c:12]([c:13]1=[O:14])[cH:15][cH:16][c:17]2[Cl:18]. Reactants: O (water), [H-].[Na+] (sodium hydride), CN1C(=O)NC(=O)C(C)=C1 (1-methylthymine), BrCCCCC=C (6-bromo-1-hexene). Run in CS(=O)C (dimethylsulfoxide). Reaction conditions: time 15 minute. Product: C(CCCC=C)N1C(N(C=C(C1=O)C)C)=O (3-(5-hexenyl)-1-methylthymine). Isolated yield 90.0%. Reaction SMILES: [H-].[Na+].[CH3:3][N:4]1[CH:12]=[C:10]([CH3:11])[C:8](=[O:9])[NH:7][C:5]1=[O:6].Br[CH2:14][CH2:15][CH2:16][CH2:17][CH:18]=[CH2:19].O>CS(C)=O>[CH2:19]([N:7]1[C:8](=[O:9])[C:10]([CH3:11])=[CH:12][N:4]([CH3:3])[C:5]1=[O:6])[CH2:18][CH2:17][CH2:16][CH:15]=[CH2:14] |f:0.1|. Procedure: A mixture of sodium hydride (343 mg, 14 mmol) and 1-methylthymine (2.00 g, 14 mmol) in dimethylsulfoxide (30 ml) was stirred for 15 minutes, and then 6-bromo-1-hexene (2.30 g, 14 mmol) was added. After stirring for 69 hours, the reaction mixture was poured into water (100 ml) and extracted with dichloromethane (4×50 ml). The combined organic layers were washed with saturated aqueous sodium chloride solution (40 ml), dried over sodium sulfate, and then the solvent was evaporated under vacuum to g... The reactants are Example 32 ( 32c ), COC1=CC=C(OC2=CC=C(C(=O)NC(C(=O)O)CC3=CC=C(C=C3)OC(F)(F)F)C=C2)C=C1 (2-{[4-(4-Methoxyphenoxy)benzoyl]amino}-3-[4-(trifluoromethoxy)phenyl]propanoic acid), NCCO (2-aminoethanol). Product: OCCNC(C(CC1=CC=C(C=C1)OC(F)(F)F)NC(C1=CC=C(C=C1)OC1=CC=C(C=C1)OC)=O)=O (N-{2-[(2-Hydroxyethyl)amino]-2-oxo-1-[4-(trifluoromethoxy)benzyl]ethyl}-4-(4-methoxyphenoxy)benzamide). The yield is 89.3%. Reaction SMILES: [CH3:1][O:2][C:3]1[CH:34]=[CH:33][C:6]([O:7][C:8]2[CH:32]=[CH:31][C:11]([C:12]([NH:14][CH:15]([CH2:19][C:20]3[CH:25]=[CH:24][C:23]([O:26][C:27]([F:30])([F:29])[F:28])=[CH:22][CH:21]=3)[C:16]([OH:18])=O)=[O:13])=[CH:10][CH:9]=2)=[CH:5][CH:4]=1.[NH2:35][CH2:36][CH2:37][OH:38]>>[OH:38][CH2:37][CH2:36][NH:35][C:16](=[O:18])[CH:15]([NH:14][C:12](=[O:13])[C:11]1[CH:31]=[CH:32][C:8]([O:7][C:6]2[CH:5]=[CH:4][C:3]([O:2][CH3:1])=[CH:34][CH:33]=2)=[CH:9][CH:10]=1)[CH2:19][C:20]1[CH:25]=[CH:24][C:23]([O:26][C:27]([F:29])([F:30])[F:28])=[CH:22][CH:21]=1. Procedure details: A reaction similar to that described in Example 32 (32c) was conducted using 2-{[4-(4-methoxyphenoxy)benzoyl]amino}-3-[4-(trifluoromethoxy)phenyl]propanoic acid (490 mg, 1.03 mmol) prepared in Example 49 (49a) and 2-aminoethanol (112 μL, 1.86 mmol) to give 477 mg of the title compound (white powder, yield: 89%). Starting materials: CO, Cl, Cl, CCOC(=O)CF, COc1ccc2cccc(C(CN)CO)c2c1, [Na+], [OH-], O, OCC(F)(F)F. The product is COc1ccc2cccc(C(CO)CNC(=O)CF)c2c1. RXN SMILES: [CH3:35][OH:36].[ClH:1].[ClH:28].[F:19][CH2:20][C:21](=[O:22])[O:23][CH2:24][CH3:25].[NH2:2][CH2:3][CH:4]([CH2:5][OH:6])[c:7]1[cH:8][cH:9][cH:10][c:11]2[cH:12][cH:13][c:14]([O:17][CH3:18])[cH:15][c:16]12.[Na+:27].[OH-:26].[OH2:37].[OH:29][CH2:30][C:31]([F:32])([F:33])[F:34]>>[NH:2]([CH2:3][CH:4]([CH2:5][OH:6])[c:7]1[cH:8][cH:9][cH:10][c:11]2[cH:12][cH:13][c:14]([O:17][CH3:18])[cH:15][c:16]12)[C:21]([CH2:20][F:19])=[O:22]. Starting materials: O[C@@H]1CC2=CC[C@H]3[C@@H]4CCC([C@@]4(C)CC[C@@H]3[C@]2(CC1)C)=O (3β-hydroxyandrost-5-en-17-one), N1C=NC=C1 (imidazole), [Si](C)(C)(C(C)(C)C)Cl (t-butyldimethylsilyl chloride), O (water). Run in CN(C=O)C (dimethylformamide). Yields the product [Si](C)(C)(C(C)(C)C)O[C@@H]1CC2=CC[C@H]3[C@@H]4CCC([C@@]4(C)CC[C@@H]3[C@]2(CC1)C)=O (3β-tert-butyldimethylsilyloxy-androst-5-en-17-one). The yield is 93.1%. RXN SMILES: [OH:1][C@H:2]1[CH2:19][CH2:18][C@@:17]2([CH3:20])[C:4](=[CH:5][CH2:6][C@@H:7]3[C@@H:16]2[CH2:15][CH2:14][C@@:12]2([CH3:13])[C@H:8]3[CH2:9][CH2:10][C:11]2=[O:21])[CH2:3]1.N1C=CN=C1.[Si:27](Cl)([C:30]([CH3:33])([CH3:32])[CH3:31])([CH3:29])[CH3:28].O>CN(C)C=O>[Si:27]([O:1][C@H:2]1[CH2:19][CH2:18][C@@:17]2([CH3:20])[C:4](=[CH:5][CH2:6][C@@H:7]3[C@@H:16]2[CH2:15][CH2:14][C@@:12]2([CH3:13])[C@H:8]3[CH2:9][CH2:10][C:11]2=[O:21])[CH2:3]1)([C:30]([CH3:33])([CH3:32])[CH3:31])([CH3:29])[CH3:28]. Procedure: To a solution of 1.0 g of 3β-hydroxyandrost-5-en-17-one (Coffey S. in Rodd's Chemistry of Carbon Compounds, 1970, IID, 257) in 10 ml of dimethylformamide, 1.7 g of imidazole and 1.95 g of t-butyldimethylsilyl chloride were added at 0° C. After 12 hrs the mixture was poured into water and extracted with ethyl acetate. The organic layer was dried over sodium sulfate and evaporated to dryness under reduced pressure to give 1.3 g of crude 3β-tert-butyldimethylsilyloxy-androst-5-en-17-one